The task is: describe an organic reaction: reactants, conditions, products, and yield. This data is from the Open Reaction Database (ORD), a public repository of structured organic reaction records. Reactants: S(O)(O)(=O)=O (sulfuric acid), OC1=CC=C(C=C1)C1=NN2C(S1)=NC(=C2)C2=CC=C(C(=O)O)C=C2 (4-[2-(4-hydroxyphenyl)imidazo[2,1-b][1,3,4]thiadiazol-6-yl]benzoic acid), C(C)O (ethanol), O (water). Reaction conditions: temperature 80 celsius, time 9 hour. Yields the product C(C)OC(C1=CC=C(C=C1)C=1N=C2SC(=NN2C1)C1=CC=C(C=C1)O)=O (4-[2-(4-hydroxyphenyl)imidazo[2,1-b][1,3,4]thiadiazol-6-yl]benzoic acid ethyl ester). RXN SMILES: [OH:1][C:2]1[CH:7]=[CH:6][C:5]([C:8]2[S:12][C:11]3=[N:13][C:14]([C:16]4[CH:24]=[CH:23][C:19]([C:20]([OH:22])=[O:21])=[CH:18][CH:17]=4)=[CH:15][N:10]3[N:9]=2)=[CH:4][CH:3]=1.S(=O)(=O)(O)O.O.[CH2:31](O)[CH3:32]>>[CH2:31]([O:21][C:20](=[O:22])[C:19]1[CH:23]=[CH:24][C:16]([C:14]2[N:13]=[C:11]3[N:10]([CH:15]=2)[N:9]=[C:8]([C:5]2[CH:6]=[CH:7][C:2]([OH:1])=[CH:3][CH:4]=2)[S:12]3)=[CH:17][CH:18]=1)[CH3:32]. Reported procedure: To a suspension of 4-[2-(4-hydroxyphenyl)imidazo[2,1-b][1,3,4]thiadiazol-6-yl]benzoic acid (4.0 g) in ethanol (50 ml) was added sulfuric acid (1.0 ml) and the mixture was stirred at 80° C. for 9 hours. The reaction mixture was pulverized with water. The precipitate was collected by filtration, washed with water, acetonitrile and diisopropyl ether and dried to give 4-[2-(4-hydroxyphenyl)imidazo[2,1-b][1,3,4]thiadiazol-6-yl]benzoic acid ethyl ester (2.09 g).